Dataset: the Open Reaction Database (ORD), a public repository of structured organic reaction records. Task: describe an organic reaction: reactants, conditions, products, and yield Starting materials: COc1cc(C(C)(C)C#N)cc2c1OC(C)(C)C2, CO, [Na+], [OH-], OO. Yields the product COc1cc(C(C)(C)C(N)=O)cc2c1OC(C)(C)C2. RXN SMILES: [CH3:1][O:2][c:3]1[cH:4][c:5]([C:14]([C:15]#[N:16])([CH3:17])[CH3:18])[cH:6][c:7]2[c:11]1[O:10][C:9]([CH3:12])([CH3:13])[CH2:8]2.[CH3:23][OH:24].[Na+:20].[OH-:19].[OH:21][OH:22]>>[CH3:1][O:2][c:3]1[cH:4][c:5]([C:14]([C:15]([NH2:16])=[O:19])([CH3:17])[CH3:18])[cH:6][c:7]2[c:11]1[O:10][C:9]([CH3:12])([CH3:13])[CH2:8]2. Starting materials: [OH-].[Na+] (sodium hydroxide), C(C)(C)(C)OC(=O)N[C@H](C)[C@@H](CC)C=1OC=C(N1)C(=O)OC (methyl 2-((2R,3R)-2-((tert-butoxycarbonyl)amino)pentan-3-yl)oxazole-4-carboxylate). Solvent: C1CCOC1 (THF). Conditions: time 3.5 hour. The product is C(C)(C)(C)OC(=O)N[C@H](C)[C@@H](CC)C=1OC=C(N1)C(=O)O (2-((2R,3R)-2-((tert-butoxycarbonyl)amino)pentan-3-yl)oxazole-4-carboxylic acid). Yield: 100.0%. RXN SMILES: [OH-].[Na+].[C:3]([O:7][C:8]([NH:10][C@@H:11]([C@H:13]([C:16]1[O:17][CH:18]=[C:19]([C:21]([O:23]C)=[O:22])[N:20]=1)[CH2:14][CH3:15])[CH3:12])=[O:9])([CH3:6])([CH3:5])[CH3:4]>C1COCC1>[C:3]([O:7][C:8]([NH:10][C@@H:11]([C@H:13]([C:16]1[O:17][CH:18]=[C:19]([C:21]([OH:23])=[O:22])[N:20]=1)[CH2:14][CH3:15])[CH3:12])=[O:9])([CH3:5])([CH3:6])[CH3:4] |f:0.1|. Procedure details: 1N aqueous sodium hydroxide (5.69 ml, 5.69 mmol) was added in one portion to a solution of methyl 2-((2R,3R)-2-((tert-butoxycarbonyl)amino)pentan-3-yl)oxazole-4-carboxylate (100 mg, 0.32 mmol) in anhydrous THF (1.11 ml). The reaction mixture was allowed to stir at room temperature for 3.5 hours before evaporating the organic in vacuo. The remaining aqueous portion was cooled to 0° C. and acidified to pH 4 using 1N HCl. The aqueous phase was then extracted with ethyl acetate (3×3 mL). The aqueous... Starting materials: S1C(SCC1)C(=O)OCC (ethyl 1,3-dithiolane-2-carboxylate), Cl.CNOC (N,O-dimethylhydroxylamine hydrochloride), C(C)(C)[Mg]Br (isopropylmagnesium bromide). Solvent: C1CCOC1 (THF). Reaction conditions: temperature -78 celsius, time 1 hour. Yields the product CON(C(=O)C1SCCS1)C (N-Methoxy-N-methyl-1,3-dithiolane-2-carboxamide). RXN SMILES: [S:1]1[CH2:5][CH2:4][S:3][CH:2]1[C:6]([O:8]CC)=O.Cl.[CH3:12][NH:13][O:14][CH3:15].C([Mg]Br)(C)C>C1COCC1>[CH3:15][O:14][N:13]([CH3:12])[C:6]([CH:2]1[S:1][CH2:5][CH2:4][S:3]1)=[O:8] |f:1.2|. Procedure details: A vigorously stirred slurry of ethyl 1,3-dithiolane-2-carboxylate (8, 1.50 mL, 10.5 mmol) and N,O-dimethylhydroxylamine hydrochloride (2.57 g, 26.2 mmol) in THF (21 mL) was treated dropwise with isopropylmagnesium bromide (52.5 mmol, 26.3 mL, 2 M in THF) over 40 min at −78° C. under argon. The reaction mixture was stirred for 1 h at −78° C. under argon. The reaction mixture was quenched with saturated aqueous NH4Cl/H2O (1:1). The aqueous phase was extracted with ether (3×100 mL). The combined or... Starting materials: COC=1C=C2CCN([C@H](C2=CC1OC)CCC1=CC=C(C=C1)C(F)(F)F)[C@@H](C(=O)NC)C1=CC=CC=C1 ((2R)-2-{(1S)-6,7-dimethoxy-1-[2-(4-trifluoromethyl-phenyl)-ethyl]-3,4-dihydro-1H-isoquinolin-2-yl}-N-methyl-2-phenyl-acetamide), Cl (hydrochloric acid). The product is Cl.COC=1C=C2CCN([C@H](C2=CC1OC)CCC1=CC=C(C=C1)C(F)(F)F)[C@@H](C(=O)NC)C1=CC=CC=C1 ((2R)-2-{(1S)-6,7-dimethoxy-1-[2-(4-trifluoromethyl-phenyl)-ethyl]-3,4-dihydro-1H-isoquinolin-2-yl}-N-methyl-2-phenyl-acetamide hydrochloride). RXN SMILES: [CH3:1][O:2][C:3]1[CH:4]=[C:5]2[C:10](=[CH:11][C:12]=1[O:13][CH3:14])[C@H:9]([CH2:15][CH2:16][C:17]1[CH:22]=[CH:21][C:20]([C:23]([F:26])([F:25])[F:24])=[CH:19][CH:18]=1)[N:8]([C@H:27]([C:32]1[CH:37]=[CH:36][CH:35]=[CH:34][CH:33]=1)[C:28]([NH:30][CH3:31])=[O:29])[CH2:7][CH2:6]2.[ClH:38]>>[ClH:38].[CH3:1][O:2][C:3]1[CH:4]=[C:5]2[C:10](=[CH:11][C:12]=1[O:13][CH3:14])[C@H:9]([CH2:15][CH2:16][C:17]1[CH:18]=[CH:19][C:20]([C:23]([F:25])([F:24])[F:26])=[CH:21][CH:22]=1)[N:8]([C@H:27]([C:32]1[CH:33]=[CH:34][CH:35]=[CH:36][CH:37]=1)[C:28]([NH:30][CH3:31])=[O:29])[CH2:7][CH2:6]2 |f:2.3|. Procedure: To the organic phase of step 11 is added 1 equivalent aqueous hydrochloric acid and then the water removed by azeotropic distillation in vacuo. The precipitate is dissolved by addition of 2-propanol at 75° C. Concentration of the solution leads to crystallisation and the suspension is then cooled to RT. To ensure complete crystallisation, the suspension is aged at RT, then filtered and washed with a MIBK-2-propanol mixture. The product is dried in vacuo at 50° C. The reactants are FC=1C=C(C=CC1CC=1C(N(C(=NC1CCC)C)CC(C(C)(C)C)O)=O)C1=C(C=CC=C1)C1=NOC(N1)=O (5-{[3-fluoro-2′-(5-oxo-4,5-dihydro-1,2,4-oxadiazol-3-yl)biphenyl-4-yl]methyl}-3-(2-hydroxy-3,3-dimethylbutyl)-2-methyl-6-propylpyrimidin-4(3H)-one), CC(=O)OI1(C2=CC=CC=C2C(=O)O1)(OC(=O)C)OC(=O)C (1,1,1-tris(acetyloxy)-1,1-dihydro-1,2-benziodoxol-3(1H)-one), C(O)([O-])=O.[Na+] (sodium hydrogen carbonate), O.O.O.O.O.S(=S)(=O)([O-])[O-].[Na+].[Na+] (sodium thiosulfate pentahydrate). Solvent: C(Cl)(Cl)Cl (chloroform), C(Cl)Cl (methylene chloride). Conditions: time 2 hour. Yields the product CC(C(CN1C(=NC(=C(C1=O)CC1=C(C=C(C=C1)C1=C(C=CC=C1)C1=NOC(N1)=O)F)CCC)C)=O)(C)C (3-(3,3-dimethyl-2-oxobutyl)-5-{[3-fluoro-2′-(5-oxo-4,5-dihydro-1,2,4-oxadiazol-3-yl)biphenyl-4-yl]methyl}-2-methyl-6-propylpyrimidin-4(3H)-one). Yield: 53.8%. Reaction SMILES: [F:1][C:2]1[CH:3]=[C:4]([C:27]2[CH:32]=[CH:31][CH:30]=[CH:29][C:28]=2[C:33]2[NH:37][C:36](=[O:38])[O:35][N:34]=2)[CH:5]=[CH:6][C:7]=1[CH2:8][C:9]1[C:10](=[O:26])[N:11]([CH2:19][CH:20]([OH:25])[C:21]([CH3:24])([CH3:23])[CH3:22])[C:12]([CH3:18])=[N:13][C:14]=1[CH2:15][CH2:16][CH3:17].CC(OI1(OC(C)=O)(OC(C)=O)OC(=O)C2C1=CC=CC=2)=O.C(=O)([O-])O.[Na+].O.O.O.O.O.S([O-])([O-])(=O)=S.[Na+].[Na+]>C(Cl)(Cl)Cl.C(Cl)Cl>[CH3:23][C:21]([CH3:22])([CH3:24])[C:20](=[O:25])[CH2:19][N:11]1[C:10](=[O:26])[C:9]([CH2:8][C:7]2[CH:6]=[CH:5][C:4]([C:27]3[CH:32]=[CH:31][CH:30]=[CH:29][C:28]=3[C:33]3[NH:37][C:36](=[O:38])[O:35][N:34]=3)=[CH:3][C:2]=2[F:1])=[C:14]([CH2:15][CH2:16][CH3:17])[N:13]=[C:12]1[CH3:18] |f:2.3,4.5.6.7.8.9.10.11|. Procedure: A mixture of 5-{[3-fluoro-2′-(5-oxo-4,5-dihydro-1,2,4-oxadiazol-3-yl)biphenyl-4-yl]methyl}-3-(2-hydroxy-3,3-dimethylbutyl)-2-methyl-6-propylpyrimidin-4(3H)-one (0.28 g), 1,1,1-tris(acetyloxy)-1,1-dihydro-1,2-benziodoxol-3(1H)-one (0.34 g) and methylene chloride (15 mL) was stirred at room temperature for 2 hr. Saturated aqueous sodium hydrogen carbonate and sodium thiosulfate pentahydrate were added to the reaction mixture, and the mixture was stirred at room temperature for 2 hr. The reaction m... Reactants: CNCCC12CC3CC(CC(C3)C1)C2, CNCCCc1ccncc1, CCOCC, CCN(C(C)C)C(C)C, O=C(OC(Cl)(Cl)Cl)OC(Cl)(Cl)Cl, ClCCl. Product: CN(CCCc1ccncc1)C(=O)N(C)CCC12CC3CC(CC(C3)C1)C2. RXN SMILES: [C:13]12([CH2:23][CH2:24][NH:25][CH3:26])[CH2:14][CH:15]3[CH2:16][CH:17]([CH2:18][CH:19]([CH2:20]1)[CH2:21]3)[CH2:22]2.[CH3:36][NH:37][CH2:38][CH2:39][CH2:40][c:41]1[cH:42][cH:43][n:44][cH:45][cH:46]1.[CH3:50][CH2:51][O:52][CH2:53][CH3:54].[CH:27]([N:28]([CH:29]([CH3:30])[CH3:31])[CH2:32][CH3:33])([CH3:34])[CH3:35].[Cl:1][C:2]([Cl:3])([O:4][C:5]([O:6][C:7]([Cl:8])([Cl:9])[Cl:10])=[O:11])[Cl:12].[Cl:47][CH2:48][Cl:49]>>[C:5](=[O:11])([N:25]([CH2:24][CH2:23][C:13]12[CH2:14][CH:15]3[CH2:16][CH:17]([CH2:18][CH:19]([CH2:20]1)[CH2:21]3)[CH2:22]2)[CH3:26])[N:37]([CH3:36])[CH2:38][CH2:39][CH2:40][c:41]1[cH:42][cH:43][n:44][cH:45][cH:46]1. Starting materials: O=C([O-])[O-], CN(C)C=O, [K+], [K+], O=[N+]([O-])c1cccc([N+](=O)[O-])c1, Cc1ccc(C(c2ccc(O)cc2)(C(F)(F)F)C(F)(F)F)cc1. The product is Cc1ccc(C(c2ccc(Oc3cccc([N+](=O)[O-])c3)cc2)(C(F)(F)F)C(F)(F)F)cc1. As a reaction SMILES: [C:24](=[O:25])([O-:26])[O-:27].[CH3:42][N:43]([CH3:44])[CH:45]=[O:46].[K+:28].[K+:29].[N+:30](=[O:31])([O-:32])[c:33]1[cH:34][c:35]([N+:39]([O-:40])=[O:41])[cH:36][cH:37][cH:38]1.[OH:1][c:2]1[cH:3][cH:4][c:5]([C:8]([C:9]([F:10])([F:11])[F:12])([C:13]([F:14])([F:15])[F:16])[c:17]2[cH:18][cH:19][c:20]([CH3:23])[cH:21][cH:22]2)[cH:6][cH:7]1>>[O:1]([c:2]1[cH:3][cH:4][c:5]([C:8]([C:9]([F:10])([F:11])[F:12])([C:13]([F:14])([F:15])[F:16])[c:17]2[cH:18][cH:19][c:20]([CH3:23])[cH:21][cH:22]2)[cH:6][cH:7]1)[c:35]1[cH:34][c:33]([N+:30](=[O:31])[O-:32])[cH:38][cH:37][cH:36]1.